Dataset: the Open Reaction Database (ORD), a public repository of structured organic reaction records. Task: describe an organic reaction: reactants, conditions, products, and yield The reactants are C(CC#N)#N (malononitrile), O.NN (hydrazine hydrate), OCC1=C(C=CC=C1)NN=C(C#N)C#N (2-[(2-hydroxymethylphenyl)hydrazono]malononitrile), NC=1C=C(CO)C=CC1 (3-aminobenzyl alcohol). Product: NC1=NN=C(C1=NNC1=C(C=CC=C1)CO)N ({2-[N′-(3,5-diaminopyrazol-4-ylidene)hydrazino]phenyl}methanol), solid. The yield is 28.0%. As a reaction SMILES: O[CH2:2][C:3]1[CH:8]=[CH:7][CH:6]=[CH:5][C:4]=1[NH:9][N:10]=[C:11]([C:14]#[N:15])[C:12]#[N:13].NC1C=C(C=CC=1)CO.C(#N)CC#N.[OH2:30].[NH2:31][NH2:32]>>[NH2:13][C:12]1[C:11](=[N:10][NH:9][C:4]2[CH:5]=[CH:6][CH:7]=[CH:8][C:3]=2[CH2:2][OH:30])[C:14]([NH2:15])=[N:32][N:31]=1 |f:3.4|. Reported procedure: {2-[N′-(3,5-Diaminopyrazol-4-ylidene)hydrazino]phenyl}methanol was prepared using 2-[(2-hydroxymethylphenyl)hydrazono]malononitrile (0.100 g, 0.5 mmol) which was derived from 3-aminobenzyl alcohol (0.123 g, 1.0 mmol) and malononitrile (1.5 mmol) in a manner similar to that described in Example 2, and hydrazine hydrate. The title compound was obtained as a brown solid (32 mg, yield 28%); 1H NMR (ppm, 200 MHz, DMSO-d6) δ 4.51 (d, 2H), 5.20 (t, 1H), 6.0 (br s, 4H), 7.15 (d, 1H), 7.30 (t, 1H), 7.45-... Reactants: C(C)N1CCCC2=CC(=CC=C12)CC=1C=C2CCCN(C2=CC1)CC (bis-(N-ethyl-1,2,3,4-tetrahydro-6-quinolyl)methane), C1(=C(C(=O)C(=C(C1=O)Cl)Cl)Cl)Cl (chloranil). Solvent: C(C)O (ethanol), C(C)O (ethanol). The product is C(C)N1CCCC2=CC(=CC=C12)C(=O)C=1C=C2CCCN(C2=CC1)CC (bis-(N-ethyl-1,2,3,4-tetrahydro-6-quinolyl)ketone). Yield: 36.4%. As a reaction SMILES: [CH2:1]([N:3]1[C:12]2[C:7](=[CH:8][C:9]([CH2:13][C:14]3[CH:15]=[C:16]4[C:21](=[CH:22][CH:23]=3)[N:20]([CH2:24][CH3:25])[CH2:19][CH2:18][CH2:17]4)=[CH:10][CH:11]=2)[CH2:6][CH2:5][CH2:4]1)[CH3:2].C1(Cl)C(=O)C(Cl)=C(Cl)C(=[O:29])C=1Cl>C(O)C>[CH2:24]([N:20]1[C:21]2[C:16](=[CH:15][C:14]([C:13]([C:9]3[CH:8]=[C:7]4[C:12](=[CH:11][CH:10]=3)[N:3]([CH2:1][CH3:2])[CH2:4][CH2:5][CH2:6]4)=[O:29])=[CH:23][CH:22]=2)[CH2:17][CH2:18][CH2:19]1)[CH3:25]. Procedure: To 400 ml absolute ethanol was added with stirring 16 g (0.0478 mole) bis-(N-ethyl-1,2,3,4-tetrahydro-6-quinolyl)methane, prepared as described in A, and 23.82 g chloranil. The green mixture was heated to reflux for 1 hour, cooled to room temperature over 1 hour and rotary evaporated to dryness. The residue was taken up in methylene chloride and eluted through neutral Woelm Alumina. A red solid remained on the top of the column. The fractions were rotary evaporated to dryness and the oil taken u... The reactants are C1(\C=C/C(=O)O1)=O (Maleic anhydride), CC(=C)C(=C)C (2,3-dimethylbutadiene). The solvent is C1(=CC=CC=C1)C (toluene). Product: CC1=C(C[C@H]2[C@@H](C1)C(=O)OC2=O)C (Cis-1,2-dimethylcyclohexene-4,5-dicarboxylic anhydride). Yield: 92.0%. RXN SMILES: [C:1]1(=[O:7])[O:6][C:4](=[O:5])[CH:3]=[CH:2]1.[CH3:8][C:9]([C:11]([CH3:13])=[CH2:12])=[CH2:10]>C1(C)C=CC=CC=1>[CH3:8][C:9]1[CH2:10][C@H:2]2[C:1]([O:6][C:4](=[O:5])[C@H:3]2[CH2:12][C:11]=1[CH3:13])=[O:7]. Reported procedure: Maleic anhydride (9.8 g, 0.10 mol) and 2,3-dimethylbutadiene (9.84 g, 0.12 mol) were mixed in toluene (50 ml) for 24 h at 50° C. The solution was allowed to cool, the solvent removed in vacuo and the residue recrystallised from petroleum ether (40° C.-60° C.) to yield the title compound in 92% yield. N.m.r: δH (90 MHz, CDCl3) 2.60 (m,2H), 2.14 (m,4H), 1.74 (s,6H). Yields the product N1CC(C1)C=1C=C(C(=C(C(=O)OC)C1)C)N(C1CCOCC1)CC (methyl 5-(azetidin-3-yl)-3-[ethyl(oxan-4-yl)amino]-2-methylbenzoate). The reagents and catalysts are [Zn] (zinc), [Cu]I (copper (I) iodide). RXN SMILES: C[Si](Cl)(C)C.BrCCBr.C([N:17]1[CH2:20][CH:19](I)[CH2:18]1)(OC(C)(C)C)=O.Br[C:23]1[CH:24]=[C:25]([N:34]([CH2:41][CH3:42])[CH:35]2[CH2:40][CH2:39][O:38][CH2:37][CH2:36]2)[C:26]([CH3:33])=[C:27]([CH:32]=1)[C:28]([O:30][CH3:31])=[O:29].C(Cl)Cl.[NH4+].[Cl-]>CC(N(C)C)=O.[Zn].[Cu]I.O>[NH:17]1[CH2:18][CH:19]([C:23]2[CH:24]=[C:25]([N:34]([CH2:41][CH3:42])[CH:35]3[CH2:36][CH2:37][O:38][CH2:39][CH2:40]3)[C:26]([CH3:33])=[C:27]([CH:32]=2)[C:28]([O:30][CH3:31])=[O:29])[CH2:20]1 |f:5.6|. Procedure details: To a dry flask was added zinc dust (186 mg, 2.85 mmol) and the flask was heated using a heat gun for a few minutes. Then anhydrous DMA (15 ml) was added under nitrogen whilst stirring vigorously and heating to 65° C. TMSCl (44 μl, 0.34 mmol) and 1,2-dibromoethane (30 μl, 0.34 mmol) were added and the reaction was stirred at 65° C. for 30 mins followed by the dropwise addition of N-Boc-3-iodoazetidine (624 mg, 2.20 mmol) as a solution in anhydrous DMA (5 ml). The reaction was then cooled to room ... Run in CC(=O)N(C)C (DMA), CC(=O)N(C)C (DMA), CC(=O)N(C)C (DMA), O (water). Reaction conditions: temperature 65 celsius. Starting materials: BrC=1C=C(C(=C(C(=O)OC)C1)C)N(C1CCOCC1)CC (methyl 5-bromo-3-[ethyl(oxan-4-yl)amino]-2-methylbenzoate), C(=O)(OC(C)(C)C)N1CC(C1)I (N-Boc-3-iodoazetidine), C[Si](C)(C)Cl (TMSCl), BrCCBr (1,2-dibromoethane), [NH4+].[Cl-] (NH4Cl), C(Cl)Cl (DCM). Isolated yield 128.8%.